This data is from the Open Reaction Database (ORD), a public repository of structured organic reaction records. The task is: describe an organic reaction: reactants, conditions, products, and yield Yields the product [Br-], c1ccc(COCCC[P+](c2ccccc2)(c2ccccc2)c2ccccc2)cc1. As a reaction SMILES: [CH2:1]([c:2]1[cH:3][cH:4][cH:5][cH:6][cH:7]1)[O:8][CH2:9][CH2:10][CH2:11][Br:12].[CH3:38][CH2:39][O:40][C:41](=[O:42])[CH3:43].[c:13]1([P:19]([c:20]2[cH:21][cH:22][cH:23][cH:24][cH:25]2)[c:26]2[cH:27][cH:28][cH:29][cH:30][cH:31]2)[cH:14][cH:15][cH:16][cH:17][cH:18]1.[cH:32]1[cH:33][cH:34][cH:35][cH:36][cH:37]1>>[Br-:12].[CH2:1]([c:2]1[cH:3][cH:4][cH:5][cH:6][cH:7]1)[O:8][CH2:9][CH2:10][CH2:11][P+:19]([c:13]1[cH:14][cH:15][cH:16][cH:17][cH:18]1)([c:20]1[cH:21][cH:22][cH:23][cH:24][cH:25]1)[c:26]1[cH:27][cH:28][cH:29][cH:30][cH:31]1. Starting materials: BrCCCOCc1ccccc1, CCOC(C)=O, c1ccc(P(c2ccccc2)c2ccccc2)cc1, c1ccccc1. The reactants are C1CCOC1, O=C(CC1CCCCC1)N=C=S, Cn1ccnc1-c1cc2nccc(Oc3ccc(N)cc3F)c2s1. Product: Cn1ccnc1-c1cc2nccc(Oc3ccc(NC(=S)NC(=O)CC4CCCCC4)cc3F)c2s1. Reaction SMILES: [CH2:37]1[O:38][CH2:39][CH2:40][CH2:41]1.[CH:25]1([CH2:31][C:32](=[O:33])[N:34]=[C:35]=[S:36])[CH2:26][CH2:27][CH2:28][CH2:29][CH2:30]1.[F:1][c:2]1[cH:3][c:4]([NH2:24])[cH:5][cH:6][c:7]1[O:8][c:9]1[c:10]2[c:11]([n:12][cH:13][cH:14]1)[cH:15][c:16](-[c:18]1[n:19]([CH3:23])[cH:20][cH:21][n:22]1)[s:17]2>>[F:1][c:2]1[cH:3][c:4]([NH:24][C:35]([NH:34][C:32]([CH2:31][CH:25]2[CH2:26][CH2:27][CH2:28][CH2:29][CH2:30]2)=[O:33])=[S:36])[cH:5][cH:6][c:7]1[O:8][c:9]1[c:10]2[c:11]([n:12][cH:13][cH:14]1)[cH:15][c:16](-[c:18]1[n:19]([CH3:23])[cH:20][cH:21][n:22]1)[s:17]2. Yields the product O1CCC(CC1)=CCO (2-(tetrahydro-pyran-4-ylidene)-ethanol). Procedure details: DIBAL 1 M in methylene chloride (76.9 mL, 76.9 mmol) was added to a solution of (tetrahydro-pyran-4-ylidene)-acetic acid methyl ester (4.0 g, 25.6 mmol) in methylene chloride (100 mL) under nitrogen atmosphere cooled to −78° C. The reaction was stirred for 1 h, allowed to warm to room temperature, and stirred for an additional 2 h. The reaction was cooled to 0° C. and slowly quenched with methanol (35 mL). The reaction was vigorously stirred with water (35 mL) and Na2SO4 (170 g) for 30 minutes a... Yield: 97.5%. The solvent is C(Cl)Cl (methylene chloride), C(Cl)Cl (methylene chloride). As a reaction SMILES: CC(C[AlH]CC(C)C)C.C[O:11][C:12](=O)[CH:13]=[C:14]1[CH2:19][CH2:18][O:17][CH2:16][CH2:15]1>C(Cl)Cl>[O:17]1[CH2:18][CH2:19][C:14](=[CH:13][CH2:12][OH:11])[CH2:15][CH2:16]1. The reactants are CC(C)C[AlH]CC(C)C (DIBAL), COC(C=C1CCOCC1)=O ((tetrahydro-pyran-4-ylidene)-acetic acid methyl ester). Conditions: temperature -78 celsius, time 1 hour. Starting materials: ClC=1C=C(C=CC1Cl)C1(CCC1)C#N (1-(3,4-dichlorophenyl)-1-cyclobutanecarbonitrile), C(CC)Br (propyl bromide), [Mg] (magnesium), CCOCC (ether), CCOCC (ether), CCOCC (ether), Example 1, C(CC)[Mg]Br (propyl magnesium bromide), Cl (hydrochloric acid). Run in C1(=CC=CC=C1)C (toluene), O (Water). The product is C(CCC)(=O)C1(CCC1)C1=CC(=C(C=C1)Cl)Cl (1-butyryl-1-(3,4-dichlorophenyl)cyclobutane). Reaction SMILES: [Cl:1][C:2]1[CH:3]=[C:4]([C:9]2([C:13]#N)[CH2:12][CH2:11][CH2:10]2)[CH:5]=[CH:6][C:7]=1[Cl:8].[CH2:15]([Mg]Br)[CH2:16][CH3:17].C(Br)CC.[Mg].Cl.CC[O:28]CC>O.C1(C)C=CC=CC=1>[C:13]([C:9]1([C:4]2[CH:5]=[CH:6][C:7]([Cl:8])=[C:2]([Cl:1])[CH:3]=2)[CH2:12][CH2:11][CH2:10]1)(=[O:28])[CH2:15][CH2:16][CH3:17]. Reported procedure: A solution of 1-(3,4-dichlorophenyl)-1-cyclobutanecarbonitrile prepared as described in Example 1 (35.2 g) in ether (100 ml) was added to a solution of propyl magnesium bromide prepared by the reaction of propyl bromide (32 g) with magnesium turnings (6.36 g) in ether (100 ml). The ether was replaced by dry toluene and the mixture heated under reflux for one hour. Water (200 ml) and then concentrated hydrochloric acid (120 ml) were added and the mixture heated under reflux for one hour. The reac... Reactants: solution, C(CCCCC)[Li] (hexyllithium), COC(=O)N[C@H](C(=O)OC)CC1=CC=CC=C1 (methyl (S)-2-methoxycarbonylamino-3-phenyl-propionate), Cl (hydrochloric acid), BrCCl (bromochloromethane), Cl[Si](C)(C)C (chlorotrimethylsilane), C(CCCCC)[Li] (hexyllithium). Solvent: O (water), O1CCCC1 (tetrahydrofuran), CCCCCC (hexane), O1CCCC1 (tetrahydrofuran). The product is C(C1=CC=CC=C1)[C@@H](C(CCl)=O)NC(OC)=O (methyl (S)-(1-benzyl-3-chloro-2-oxo-propyl)-carbamate). Isolated yield 70.0%. RXN SMILES: C([Li])CCCCC.[CH3:8][O:9][C:10]([NH:12][C@@H:13]([CH2:18][C:19]1[CH:24]=[CH:23][CH:22]=[CH:21][CH:20]=1)[C:14]([O:16]C)=O)=[O:11].Cl[Si](C)(C)C.Br[CH2:31][Cl:32].Cl>CCCCCC.O1CCCC1.O>[CH2:18]([C@H:13]([NH:12][C:10](=[O:11])[O:9][CH3:8])[C:14](=[O:16])[CH2:31][Cl:32])[C:19]1[CH:24]=[CH:23][CH:22]=[CH:21][CH:20]=1. Procedure details: 15.4 ml of a 2.6 molar solution of hexyllithium in hexane were added dropwise at -80° C. to a solution of 9.50 g of methyl (S)-2-methoxycarbonylamino-3-phenyl-propionate in 60 ml of tetrahydrofuran. Subsequently, the mixture was treated with 5.60 ml of chlorotrimethylsilane. The resulting suspension was stirred and treated with 3.22 ml of bromochloromethane. Subsequently, 18.4 ml of hexyllithium solution were added. The solution was treated at -80° C. with 11 ml of 20% methanolic hydrochloric ac... Yields the product CCc1cc2c(=O)n(CC(=O)C(C)(C)COC(C)=O)c(=O)n(Cc3ccc(-c4ccccc4-c4noc(=O)[nH]4)cc3)c2s1. The reactants are CCc1cc2c(=O)n(CC(=O)C(C)(C)CO)c(=O)n(Cc3ccc(-c4ccccc4-c4noc(=O)[nH]4)cc3)c2s1, CC(=O)OC(C)=O, CCOC(C)=O, O, c1ccncc1. As a reaction SMILES: [CH2:1]([CH3:2])[c:3]1[cH:4][c:5]2[c:6]([n:7]([CH2:21][c:22]3[cH:23][cH:24][c:25](-[c:28]4[c:29](-[c:34]5[n:35][o:36][c:37](=[O:39])[nH:38]5)[cH:30][cH:31][cH:32][cH:33]4)[cH:26][cH:27]3)[c:8](=[O:20])[n:9]([CH2:12][C:13]([C:14]([CH2:15][OH:16])([CH3:17])[CH3:18])=[O:19])[c:10]2=[O:11])[s:40]1.[CH3:41][C:42](=[O:43])[O:44][C:45](=[O:46])[CH3:47].[CH3:48][CH2:49][O:50][C:51](=[O:52])[CH3:53].[OH2:54].[cH:55]1[cH:56][cH:57][n:58][cH:59][cH:60]1>>[CH2:1]([CH3:2])[c:3]1[cH:4][c:5]2[c:6]([n:7]([CH2:21][c:22]3[cH:23][cH:24][c:25](-[c:28]4[c:29](-[c:34]5[n:35][o:36][c:37](=[O:39])[nH:38]5)[cH:30][cH:31][cH:32][cH:33]4)[cH:26][cH:27]3)[c:8](=[O:20])[n:9]([CH2:12][C:13]([C:14]([CH2:15][O:16][C:42]([CH3:41])=[O:43])([CH3:17])[CH3:18])=[O:19])[c:10]2=[O:11])[s:40]1. The reactants are BrCCCC (1-bromobutane), C(C)(C)(C)OC(=O)N1[C@H]([C@@H](OCC1[C@H]([C@H](CC1=CC(=CC=C1)O)NC(C)=O)O)OCC(C)(C)C)C (5-[2-(S)-acetylamino-1-(S)-hydroxy-3-(3-hydroxyphenyl)-propyl]-2-(R)-(2,2-dimethylpropoxy)-3-(S)-methylmorpholine-4-carboxylic acid tert-butyl ester), C([O-])([O-])=O.[Cs+].[Cs+] (cesium carbonate). Procedure details: Add 1-bromobutane (6 μL, 55.6 μmol) to a solution of 5-[2-(S)-acetylamino-1-(S)-hydroxy-3-(3-hydroxyphenyl)-propyl]-2-(R)-(2,2-dimethylpropoxy)-3-(S)-methylmorpholine-4-carboxylic acid tert-butyl ester (25 mg, 50.5 μmol) and cesium carbonate (33 mg, 1.01 mmol) in N,N-dimethylformamide (250 μL). Heat to 60° C. for 3 hours. Dilute with ethyl acetate, wash with water, dry (magnesium sulfate), filter, concentrate and purify (silica gel chromatography, eluting with 20:80 to 85:15 ethyl acetate:dichlo... The solvent is CN(C=O)C (N,N-dimethylformamide), C(C)(=O)OCC (ethyl acetate). Reaction conditions: temperature 60 celsius. As a reaction SMILES: Br[CH2:2][CH2:3][CH2:4][CH3:5].[C:6]([O:10][C:11]([N:13]1[CH:18]([C@@H:19]([OH:33])[C@@H:20]([NH:29][C:30](=[O:32])[CH3:31])[CH2:21][C:22]2[CH:27]=[CH:26][CH:25]=[C:24]([OH:28])[CH:23]=2)[CH2:17][O:16][C@@H:15]([O:34][CH2:35][C:36]([CH3:39])([CH3:38])[CH3:37])[C@@H:14]1[CH3:40])=[O:12])([CH3:9])([CH3:8])[CH3:7].C(=O)([O-])[O-].[Cs+].[Cs+]>CN(C)C=O.C(OCC)(=O)C>[C:6]([O:10][C:11]([N:13]1[C@@H:18]([C@@H:19]([OH:33])[C@@H:20]([NH:29][C:30](=[O:32])[CH3:31])[CH2:21][C:22]2[CH:27]=[CH:26][CH:25]=[C:24]([O:28][CH2:2][CH2:3][CH2:4][CH3:5])[CH:23]=2)[CH2:17][O:16][C@@H:15]([O:34][CH2:35][C:36]([CH3:39])([CH3:38])[CH3:37])[C@@H:14]1[CH3:40])=[O:12])([CH3:8])([CH3:9])[CH3:7] |f:2.3.4|. Product: C(C)(C)(C)OC(=O)N1[C@H]([C@@H](OC[C@@H]1[C@H]([C@H](CC1=CC(=CC=C1)OCCCC)NC(C)=O)O)OCC(C)(C)C)C (5-(R)-[2-(S)-Acetylamino-3-(3-butoxyphenyl)-1-(S)-hydroxypropyl]-2-(R)-(2,2-dimethylpropoxy)-3-(S)-methylmorpholine-4-carboxylic acid tert-butyl ester). Yield: 102.5%. The reactants are CC1=C(SC(=C1)N1C(N(CC1)CCOC1=CC=CC=C1)=O)C(=O)O (3-methyl-5-(2-oxo-3-(2-phenoxyethyl)imidazolidin-1-yl)thiophene-2-carboxylic acid), CC1=C(SC(=C1)N1C(N(CC1)CC(C1=CC=CC=C1)=O)=O)C(=O)O (3-methyl-5-(2-oxo-3-(2-oxo-2-phenylethyl)imidazolidin-1-yl)thiophene-2-carboxylic acid), NCC=1C=NC=CC1 (3-(aminomethyl)pyridine). Yields the product CC1=C(SC(=C1)N1C(N(CC1)CC(C1=CC=CC=C1)=O)=O)C(=O)NCC=1C=NC=CC1 (3-methyl-5-(2-oxo-3-(2-oxo-2-phenylethyl)imidazolidin-1-yl)-N-(pyridin-3-ylmethyl)thiophene-2-carboxamide). The yield is 61.0%. As a reaction SMILES: CC1C=C(N2CCN(CCOC3C=CC=CC=3)C2=O)SC=1C(O)=O.[CH3:25][C:26]1[CH:30]=[C:29]([N:31]2[CH2:35][CH2:34][N:33]([CH2:36][C:37](=[O:44])[C:38]3[CH:43]=[CH:42][CH:41]=[CH:40][CH:39]=3)[C:32]2=[O:45])[S:28][C:27]=1[C:46]([OH:48])=O.[NH2:49][CH2:50][C:51]1[CH:52]=[N:53][CH:54]=[CH:55][CH:56]=1>>[CH3:25][C:26]1[CH:30]=[C:29]([N:31]2[CH2:35][CH2:34][N:33]([CH2:36][C:37](=[O:44])[C:38]3[CH:43]=[CH:42][CH:41]=[CH:40][CH:39]=3)[C:32]2=[O:45])[S:28][C:27]=1[C:46]([NH:49][CH2:50][C:51]1[CH:52]=[N:53][CH:54]=[CH:55][CH:56]=1)=[O:48]. Procedure: Following the procedures as described in Example 55, making variations as required to replace 3-methyl-5-(2-oxo-3-(2-phenoxyethyl)imidazolidin-1-yl)thiophene-2-carboxylic acid with 3-methyl-5-(2-oxo-3-(2-oxo-2-phenylethyl)imidazolidin-1-yl)thiophene-2-carboxylic acid to react with 3-(aminomethyl)pyridine, the title compound was obtained as a cream solid in 61% yield: mp 174-176° C.: 1H NMR (300 MHz, CDCl3) δ 8.58 (s, 1H), 8.48 (d, J=4.4 Hz, 1H), 7.97-7.92 (m, 2H), 7.67 (d, J=7.8 Hz, 1H), 7.64-7.... Starting materials: C(C)OC(=O)CCN1CCN(CC1)C=O (4-ethoxycarbonylethyl-1-formylpiperazine), OO (hydrogen peroxide), C(C)(=O)OCC (ethyl acetate). The reagents and catalysts are O.O.[O-][W](=O)(=O)[O-].[Na+].[Na+] (sodium tungstate dihydrate). Run in O (water). Run at time 1 hour. The product is C(=O)N1CCN(CC1)O (1-formyl-4-hydroxypiperazine). Reaction SMILES: C(OC(CC[N:8]1[CH2:13][CH2:12][N:11]([CH:14]=[O:15])[CH2:10][CH2:9]1)=O)C.OO.C(OCC)(=[O:20])C>O.O.O.[O-][W]([O-])(=O)=O.[Na+].[Na+]>[CH:14]([N:11]1[CH2:12][CH2:13][N:8]([OH:20])[CH2:9][CH2:10]1)=[O:15] |f:4.5.6.7.8|. Procedure details: The crude 4-ethoxycarbonylethyl-1-formylpiperazine (114 g) prepared as described above is dissolved in water (500 ml) and sodium tungstate dihydrate (7.25 g) is added to the solution. At a temperature of 30°-35° C., 31% hydrogen peroxide (82 ml) is added dropwise to the solution and the mixture is stirred for one hour. The reaction mixture is stirred for 3 hours at room temperature and for another 5 hours at a temperature of 50°-55° C. The resulting reaction mixture is then shaken with ethyl ace...